From a dataset of the Open Reaction Database (ORD), a public repository of structured organic reaction records. describe an organic reaction: reactants, conditions, products, and yield Reaction SMILES: [Cl:1][C:2]1[CH:7]=[C:6]([NH:8][C:9]([C:11]2[CH:16]=[C:15](B3OC(C)(C)C(C)(C)O3)[CH:14]=[C:13]([CH3:26])[N:12]=2)=[O:10])[CH:5]=[CH:4][N:3]=1.Br[C:28]1[CH:33]=[CH:32][N:31]=[C:30]([C:34]#[N:35])[CH:29]=1>>[Cl:1][C:2]1[CH:7]=[C:6]([NH:8][C:9]([C:11]2[CH:16]=[C:15]([C:28]3[CH:33]=[CH:32][N:31]=[C:30]([C:34]#[N:35])[CH:29]=3)[CH:14]=[C:13]([CH3:26])[N:12]=2)=[O:10])[CH:5]=[CH:4][N:3]=1. The product is ClC1=NC=CC(=C1)NC(=O)C1=NC(=CC(=C1)C1=CC(=NC=C1)C#N)C (2′-Cyano-6-methyl-[4,4′]bipyridinyl-2-carboxylic acid (2-chloro-pyridin-4-yl)-amide). Procedure details: The title compound, was prepared from 6-Methyl-4-(4,4,5,5-tetramethyl-[1,3,2]dioxaborolan-2-yl)-pyridine-2-carboxylic acid (2-chloro-pyridin-4-yl)-amide in accordance with the general method of example 131, step 2 using 4-Bromo-2-cyanopyridine instead of 3-Trifluoromethyl-5-bromopyridine to yield the final compound as a white solid, MS (ISP): m/e=350.2, 352.2 (M+H)+. The reactants are ClC1=NC=CC(=C1)NC(=O)C1=NC(=CC(=C1)B1OC(C(O1)(C)C)(C)C)C (6-Methyl-4-(4,4,5,5-tetramethyl-[1,3,2]dioxaborolan-2-yl)-pyridine-2-carboxylic acid (2-chloro-pyridin-4-yl)-amide), BrC1=CC(=NC=C1)C#N (4-Bromo-2-cyanopyridine). Reactants: CC(C)(C)[O-], [K+], C1CCOC1, O=C1CCCN1CCO, S=C=S. Product: [K+], O=C1CCCN1CCOC(=S)[S-]. As a reaction SMILES: [CH3:15][C:16]([CH3:17])([O-:18])[CH3:19].[K+:20].[O:10]1[CH2:11][CH2:12][CH2:13][CH2:14]1.[OH:1][CH2:2][CH2:3][N:4]1[C:5](=[O:9])[CH2:6][CH2:7][CH2:8]1.[S:21]=[C:22]=[S:23]>>[K+:20].[O:1]([CH2:2][CH2:3][N:4]1[C:5](=[O:9])[CH2:6][CH2:7][CH2:8]1)[C:22](=[S:21])[S-:23]. The reactants are FC1(CCC(CC1)(O)CNC(=O)C=1C=2C=CC(=NC2C=CC1Cl)Cl)F (2,6-dichloro-quinoline-5-carboxylic acid (4,4-difluoro-1-hydroxy-cyclohexylmethyl)-amide), CCN(C(C)C)C(C)C (DIPEA), F[C@H]1CNCC1 ((R)-3-fluoro-pyrrolidine). Product: FC1(CCC(CC1)(O)CNC(=O)C=1C=2C=CC(=NC2C=CC1Cl)N1C[C@@H](CC1)F)F (6-Chloro-2-((R)-3-fluoropyrrolidin-1-yl)-quinoline-5-carboxylic acid (4,4-difluoro-1-hydroxycyclohexylmethyl)-amide). Reaction SMILES: [F:1][C:2]1([F:25])[CH2:7][CH2:6][C:5]([CH2:9][NH:10][C:11]([C:13]2[C:14]3[CH:15]=[CH:16][C:17](Cl)=[N:18][C:19]=3[CH:20]=[CH:21][C:22]=2[Cl:23])=[O:12])([OH:8])[CH2:4][CH2:3]1.CCN(C(C)C)C(C)C.[F:35][C@@H:36]1[CH2:40][CH2:39][NH:38][CH2:37]1>>[F:1][C:2]1([F:25])[CH2:7][CH2:6][C:5]([CH2:9][NH:10][C:11]([C:13]2[C:14]3[CH:15]=[CH:16][C:17]([N:38]4[CH2:39][CH2:40][C@@H:36]([F:35])[CH2:37]4)=[N:18][C:19]=3[CH:20]=[CH:21][C:22]=2[Cl:23])=[O:12])([OH:8])[CH2:4][CH2:3]1. Reported procedure: The title compound was synthesized according to the procedure described in example 1 using 2,6-dichloro-quinoline-5-carboxylic acid (4,4-difluoro-1-hydroxy-cyclohexylmethyl)-amide, DIPEA and (R)-3-fluoro-pyrrolidine. 1H NMR (400 MHz, DMSO-d6) δ ppm 8.75 (1H), 7.85 (m, 1H), 7.58 (2H), 7.05 (1H), 5.43-5.56 (1H), 4.56 (s, 1H), 3.89 (m, 2H), 3.70 (m, 1H), 3.55 (m, 1H), 3.26 (m, 2H), 2.44 (m, 2H), 2.06 (m, 2H), 1.85 (m, 2H), 1.74-1.76 (m, 5H), 1.27-1.32 (m, 2H). m/z: 442 [M+H] Reactants: CCN(CC)C(=O)Oc1ccccc1C(=O)N(CC)CC (substrate), C[Si](C)(C)C[Mg]Cl (effective_coupling_partner). Conditions: temperature 25 celsius, time 16 hour. Yields the product CCN(CC)C(=O)c1ccccc1C[Si](C)(C)C. Reactants: C(C)(C)(C)OC(=O)N1CCC(CC1)S(=O)(=O)C1=CC=C(C=C1)NC1=NC=C(C=N1)NC(C1=C(C=CC(=C1)NC(C1=CC=C(C=C1)OC)=O)Cl)=O (4-(4-{5-[2-Chloro-5-(4-Methoxy-Benzoylamino)-Benzoylamino]-Pyrimidin-2-ylamino}-Benzenesulfonyl)-Piperidine-1-Carboxylic Acid tert-Butyl Ester), C(=O)(C(F)(F)F)O (TFA). The solvent is C(Cl)Cl (DCM). Conditions: time 18 hour. Product: ClC1=C(C(=O)NC=2C=NC(=NC2)NC2=CC=C(C=C2)S(=O)(=O)C2CCNCC2)C=C(C=C1)NC(C1=CC=C(C=C1)OC)=O (2-Chloro-5-(4-Methoxy-Benzoylamino)-N-{2-[4-(Piperidine-4-Sulfonyl)-Phenylamino]-Pyrimidin-5-yl}-Benzamide), C(=O)(C(F)(F)F)O (TFA). The yield is 99.0%. Reaction SMILES: C(OC([N:8]1[CH2:13][CH2:12][CH:11]([S:14]([C:17]2[CH:22]=[CH:21][C:20]([NH:23][C:24]3[N:29]=[CH:28][C:27]([NH:30][C:31](=[O:50])[C:32]4[CH:37]=[C:36]([NH:38][C:39](=[O:48])[C:40]5[CH:45]=[CH:44][C:43]([O:46][CH3:47])=[CH:42][CH:41]=5)[CH:35]=[CH:34][C:33]=4[Cl:49])=[CH:26][N:25]=3)=[CH:19][CH:18]=2)(=[O:16])=[O:15])[CH2:10][CH2:9]1)=O)(C)(C)C.[C:51]([OH:57])([C:53]([F:56])([F:55])[F:54])=[O:52]>C(Cl)Cl>[Cl:49][C:33]1[CH:34]=[CH:35][C:36]([NH:38][C:39](=[O:48])[C:40]2[CH:41]=[CH:42][C:43]([O:46][CH3:47])=[CH:44][CH:45]=2)=[CH:37][C:32]=1[C:31]([NH:30][C:27]1[CH:26]=[N:25][C:24]([NH:23][C:20]2[CH:19]=[CH:18][C:17]([S:14]([CH:11]3[CH2:12][CH2:13][NH:8][CH2:9][CH2:10]3)(=[O:15])=[O:16])=[CH:22][CH:21]=2)=[N:29][CH:28]=1)=[O:50].[C:51]([OH:57])([C:53]([F:56])([F:55])[F:54])=[O:52]. Procedure details: A stirred suspension of intermediate 28 (Example 41) (0.075 g, 0.104 mmol) in DCM (8 mL) was treated with TFA (0.200 mL) and stirred for 18 h. Solvents were then removed yielding desired product as TFA salt (0.064 g, 99%). 1H NMR (DMSO-d6): δ 1.64-1.70 (m, 2H), 2.01-2.04 (m, 2H), 2.86-2.88 (m, 2H), 3.44-3.48 (m, 1H), 3.84 (s, 3H), 7.08 (d, J=8.8 Hz, 2H), 7.56 (d, J=8.9 Hz, 1H), 7.74 (d, J=8.8 Hz, 2H), 7.90 (dd, J=8.7 Hz, J=2.5 Hz, 1H), 7.98 (d, J=8.9 Hz, 2H), 8.05 (d, J=8.8 Hz, 2H), 8.23 (d, J=2... Reactants: C1=CN=C2N1C1=C(NC2=O)C=2C=CC=CC2C1 (5H,10H-imidazo-[1,2-a]indeno[1,2-e]pyrazin-4-one), [OH-].[Na+] (sodium hydroxide), O (water), ice, C(C1=CC=CC=C1)=O (benzaldehyde). Reagents/catalysts: [Br-].C(CCC)[N+](CCCC)(CCCC)CCCC (tetrabutylammonium bromide). Run in C(C)(=O)O (acetic acid), CS(=O)C (dimethyl sulphoxide). Conditions: temperature 20 celsius, time 18 hour. The product is C(C1=CC=CC=C1)=C1C=2C=CC=CC2C=2NC(C=3N(C21)C=CN3)=O (10-benzylidene-5H,10H-imidazo[1,2-a]indeno-[1,2-e]pyrazin-4-one). Yield: 1.6%. Reaction SMILES: [CH:1]1[N:5]2[C:6]3[CH2:17][C:16]4[CH:15]=[CH:14][CH:13]=[CH:12][C:11]=4[C:7]=3[NH:8][C:9](=[O:10])[C:4]2=[N:3][CH:2]=1.[OH-].[Na+].[CH:20](=O)[C:21]1[CH:26]=[CH:25][CH:24]=[CH:23][CH:22]=1.O>[Br-].C([N+](CCCC)(CCCC)CCCC)CCC.CS(C)=O.C(O)(=O)C>[CH:20](=[C:17]1[C:6]2[N:5]3[CH:1]=[CH:2][N:3]=[C:4]3[C:9](=[O:10])[NH:8][C:7]=2[C:11]2[CH:12]=[CH:13][CH:14]=[CH:15][C:16]1=2)[C:21]1[CH:26]=[CH:25][CH:24]=[CH:23][CH:22]=1 |f:1.2,5.6|. Reported procedure: A suspension of 5.75 g of 5H,10H-imidazo-[1,2-a]indeno[1,2-e]pyrazin-4-one, 10 g of sodium hydroxide pellets and 125 mg of tetrabutylammonium bromide in 200 ml of dimethyl sulphoxide is stirred at a temperature in the region of 20° C. 3.18 g of benzaldehyde are then added and the stirring is continued for 18 hours at a temperature in the region of 20° C. The reaction mixture is poured into a mixture of water and ice (250 ml) and acidified with 100 ml of acetic acid. The solid formed is filtered ... Reactants: O (water), S(O)(O)(=O)=O (sulfuric acid), crude product, CC(=CC(=O)OC)CCCCCCCCC (methyl 3-methyl-2-dodecenoate), [H-].[H-].[H-].[H-].[Li+].[Al+3] (LiAlH4). Run in C1CCOC1 (THF), C1CCOC1 (THF). Product: C\C(=C/CO)\CCCCCCCCC ((E)-3-methyl-2-dodecen-1-ol). Yield: 99.0%. RXN SMILES: [CH3:1][C:2]([CH2:8][CH2:9][CH2:10][CH2:11][CH2:12][CH2:13][CH2:14][CH2:15][CH3:16])=[CH:3][C:4](OC)=[O:5].[H-].[H-].[H-].[H-].[Li+].[Al+3].O.S(=O)(=O)(O)O>C1COCC1>[CH3:1]/[C:2](/[CH2:8][CH2:9][CH2:10][CH2:11][CH2:12][CH2:13][CH2:14][CH2:15][CH3:16])=[CH:3]\[CH2:4][OH:5] |f:1.2.3.4.5.6|. Reported procedure: A dry THF solution (150 ml) of the crude product, methyl 3-methyl-2-dodecenoate (2′) (E/Z mixture, 98.5 g, 0.435 mol), was added dropwise at room temperature to a stirred suspension of LiAlH4 (16.5 g, 0.435 mol) in dry THF (300 ml). The reaction mixture was heated for 2 hours under reflux. After the mixture was reverted to room temperature, water and 10% sulfuric acid were slowly added in sequence, and the resulting mixture was extracted with diethyl ether. The organic layer was washed with wate... The reactants are BrCCc1ccsn1, CCO, Cl, NCCS, [Na]. Yields the product Cl, NCCSCc1ccsn1. Reaction SMILES: [Br:7][CH2:8][CH2:9][c:10]1[n:11][s:12][cH:13][cH:14]1.[CH3:15][CH2:16][OH:17].[ClH:1].[NH2:2][CH2:3][CH2:4][SH:5].[Na:6]>>[ClH:1].[NH2:2][CH2:3][CH2:4][S:5][CH2:9][c:10]1[n:11][s:12][cH:13][cH:14]1. The reactants are FC(C(=O)O)(F)F (Trifluoroacetic acid), FC1=C(C=CC=C1)C1=CC(=C(C(=O)OC(C)(C)C)C=C1)NC(=O)C=1C=NC=C(C1)C1=CC=CC=C1 (tert-butyl 4-(2-fluorophenyl)-2-(5-phenylpyridine-3-carboxamido)benzoate). Reaction conditions: time 30 minute. The product is FC1=C(C=CC=C1)C1=CC(=C(C(=O)O)C=C1)NC(=O)C=1C=NC=C(C1)C1=CC=CC=C1 (4-(2-fluorophenyl)-2-(5-phenylpyridine-3-carboxamido)benzoic acid). As a reaction SMILES: FC(F)(F)C(O)=O.[F:8][C:9]1[CH:14]=[CH:13][CH:12]=[CH:11][C:10]=1[C:15]1[CH:27]=[CH:26][C:18]([C:19]([O:21]C(C)(C)C)=[O:20])=[C:17]([NH:28][C:29]([C:31]2[CH:32]=[N:33][CH:34]=[C:35]([C:37]3[CH:42]=[CH:41][CH:40]=[CH:39][CH:38]=3)[CH:36]=2)=[O:30])[CH:16]=1>>[F:8][C:9]1[CH:14]=[CH:13][CH:12]=[CH:11][C:10]=1[C:15]1[CH:27]=[CH:26][C:18]([C:19]([OH:21])=[O:20])=[C:17]([NH:28][C:29]([C:31]2[CH:32]=[N:33][CH:34]=[C:35]([C:37]3[CH:42]=[CH:41][CH:40]=[CH:39][CH:38]=3)[CH:36]=2)=[O:30])[CH:16]=1. Procedure: Trifluoroacetic acid (3.0 mL) was added to the obtained tert-butyl 4-(2-fluorophenyl)-2-(5-phenylpyridine-3-carboxamido)benzoate, followed by stirring at room temperature for 1 hour and 30 minutes. The solvent was evaporated under reduced pressure, and diisopropyl ether was added to the obtained residue. The solid substance was collected by filtration. Dioxane (3.0 mL) and a 2 mol/L aqueous solution of sodium hydroxide (0.041 mL) were added to the obtained solid substance, followed by stirring a...